This data is from the Open Reaction Database (ORD), a public repository of structured organic reaction records. The task is: describe an organic reaction: reactants, conditions, products, and yield Starting materials: C(C1=CC=CC=C1)OC1=CC(N(C=C1)CCC1=CC=C(C=C1)CO)=O (4-Benzyloxy-1-[2-(4-hydroxymethyl-phenyl)-ethyl]-1H-pyridin-2-one), P(Br)(Br)Br (phosphorus tribromide). The solvent is C(Cl)Cl (DCM). Reaction conditions: time 2 hour. Yields the product C(C1=CC=CC=C1)OC1=CC(N(C=C1)CCC1=CC=C(C=C1)CBr)=O (4-Benzyloxy-1-[2-(4-bromomethyl-phenyl)-ethyl]-1H-pyridin-2-one). RXN SMILES: [CH2:1]([O:8][C:9]1[CH:14]=[CH:13][N:12]([CH2:15][CH2:16][C:17]2[CH:22]=[CH:21][C:20]([CH2:23]O)=[CH:19][CH:18]=2)[C:11](=[O:25])[CH:10]=1)[C:2]1[CH:7]=[CH:6][CH:5]=[CH:4][CH:3]=1.P(Br)(Br)[Br:27]>C(Cl)Cl>[CH2:1]([O:8][C:9]1[CH:14]=[CH:13][N:12]([CH2:15][CH2:16][C:17]2[CH:22]=[CH:21][C:20]([CH2:23][Br:27])=[CH:19][CH:18]=2)[C:11](=[O:25])[CH:10]=1)[C:2]1[CH:7]=[CH:6][CH:5]=[CH:4][CH:3]=1. Procedure details: To 3.00 g (8.95 mmol) 4-benzyloxy-1-[2-(4-hydroxymethyl-phenyl)-ethyl]-1H-pyridin-2-one (preparation 2a) in 30 mL of DCM is added 1.26 mL (13.4 mmol) phosphorus tribromide at 0° C. The cooling bath is removed, the mixture is stirred 2 h at RT and is diluted with half saturated aqueous NaHCO3-solution. The layers are separated and the aqueous layer is washed three times with DCM. The combined organic phase is dried over MgSO4, filtered and the solvent is evaporated to afford the product. The reactants are C1CCOC1, CC(C)[N-]C(C)C, CSc1ncnc2sccc12, [Li]CCCC, CC(C)NC(C)C, [Li+], CN(C)C=O, O. Product: CSc1ncnc2sc(C=O)cc12. RXN SMILES: [CH2:32]1[CH2:34][CH2:33][CH2:35][O:36]1.[CH3:13][CH:14]([N-:15][CH:16]([CH3:17])[CH3:18])[CH3:19].[CH3:1][S:2][c:3]1[c:4]2[c:5]([n:6][cH:7][n:8]1)[s:9][cH:10][cH:11]2.[CH3:20][CH2:21][CH2:22][CH2:23][Li:24].[CH:25]([NH:26][CH:27]([CH3:28])[CH3:29])([CH3:30])[CH3:31].[Li+:12].[O:38]=[CH:39][N:40]([CH3:41])[CH3:42].[OH2:37]>>[CH3:1][S:2][c:3]1[c:4]2[c:5]([n:6][cH:7][n:8]1)[s:9][c:10]([CH:35]=[O:36])[cH:11]2.